From a dataset of the Open Reaction Database (ORD), a public repository of structured organic reaction records. describe an organic reaction: reactants, conditions, products, and yield Starting materials: O=C([O-])[O-], COS(=O)(=O)OC, CC(C)=O, CN(C)S(=O)(=O)Nc1ccc(C(=O)Nc2ccc(Cl)cc2)cc1, [K+], [K+]. The product is CN(C)S(=O)(=O)N(C)c1ccc(C(=O)Nc2ccc(Cl)cc2)cc1. Reaction SMILES: [C:24](=[O:25])([O-:26])[O-:27].[CH3:30][O:31][S:32]([O:33][CH3:34])(=[O:35])=[O:36].[CH3:37][C:38](=[O:39])[CH3:40].[Cl:1][c:2]1[cH:3][cH:4][c:5]([NH:6][C:7]([c:8]2[cH:9][cH:10][c:11]([NH:14][S:15](=[O:16])(=[O:17])[N:18]([CH3:19])[CH3:20])[cH:12][cH:13]2)=[O:21])[cH:22][cH:23]1.[K+:28].[K+:29]>>[Cl:1][c:2]1[cH:3][cH:4][c:5]([NH:6][C:7]([c:8]2[cH:9][cH:10][c:11]([N:14]([S:15](=[O:16])(=[O:17])[N:18]([CH3:19])[CH3:20])[CH3:24])[cH:12][cH:13]2)=[O:21])[cH:22][cH:23]1. The reactants are [H-].[Al+3].[Li+].[H-].[H-].[H-] (lithium aluminum hydride), [Cl-].[Cl-].[Cl-].[Al+3] (aluminum trichloride), COCCNC(=O)C1=CC=C2C=CNC2=C1 (6-[N-(2-methoxyethyl)carbamoyl]indole). Solvent: O1CCCC1 (tetrahydrofurane). Conditions: time 8 hour. The product is COCCNCC1=CC=C2C=CNC2=C1 (6-[(2-methoxyethyl)aminomethyl]indole). The yield is 32.6%. As a reaction SMILES: [H-].[Al+3].[Li+].[H-].[H-].[H-].[Cl-].[Cl-].[Cl-].[Al+3].[CH3:11][O:12][CH2:13][CH2:14][NH:15][C:16]([C:18]1[CH:26]=[C:25]2[C:21]([CH:22]=[CH:23][NH:24]2)=[CH:20][CH:19]=1)=O>O1CCCC1>[CH3:11][O:12][CH2:13][CH2:14][NH:15][CH2:16][C:18]1[CH:26]=[C:25]2[C:21]([CH:22]=[CH:23][NH:24]2)=[CH:20][CH:19]=1 |f:0.1.2.3.4.5,6.7.8.9|. Reported procedure: To a suspension of lithium aluminum hydride (0.93 g, 24.5 mmol) in anhydrous tetrahydrofurane (15 ml), aluminum trichloride (3.5 g, 24.5 mmol) was added portionwise at 0° C. for 30 min and then 6-[N-(2-methoxyethyl)carbamoyl]indole (1 g, 4.5 mmol) was added portionwise at 0° C. for 1 h. After stirring overnight at room temperature, the reaction mixture was quenched with 20% NaOH while cooling in ice water. The precipitate was filtered and washed with dichloromethane and the solvent evaporated af... The reactants are FC1=CC=C(C=C1)C1=CC(=NC2=CC(=CC=C12)CN1N=C(N=N1)C(C(F)(F)F)(CC)O)C#N (4-(4-fluorophenyl)-7-{[5-(1,1,1-trifluoro-2-hydroxybutan-2-yl)-2H-tetrazol-2-yl]methyl}quinoline-2-carbonitrile), C(=O)([O-])[O-].C(=O)([O-])[O-].OO.OO.OO.[Na+].[Na+].[Na+].[Na+] (sodium percarbonate), [NH4+].[Cl-] (NH4Cl). Run in CC(=O)C (acetone), O (water). Run at temperature 50 celsius. The product is FC1=CC=C(C=C1)C1=CC(=NC2=CC(=CC=C12)CN1N=C(N=N1)C(C(F)(F)F)(CC)O)C(=O)N (4-(4-fluorophenyl)-7-{[5-(1,1,1-trifluoro-2-hydroxybutan-2-yl)-2H-tetrazol-2-yl]methyl}quinoline-2-carboxamide). As a reaction SMILES: [F:1][C:2]1[CH:7]=[CH:6][C:5]([C:8]2[C:17]3[C:12](=[CH:13][C:14]([CH2:18][N:19]4[N:23]=[N:22][C:21]([C:24]([OH:31])([CH2:29][CH3:30])[C:25]([F:28])([F:27])[F:26])=[N:20]4)=[CH:15][CH:16]=3)[N:11]=[C:10]([C:32]#[N:33])[CH:9]=2)=[CH:4][CH:3]=1.C([O-])([O-])=[O:35].C([O-])([O-])=O.OO.OO.OO.[Na+].[Na+].[Na+].[Na+].[NH4+].[Cl-]>CC(C)=O.O>[F:1][C:2]1[CH:3]=[CH:4][C:5]([C:8]2[C:17]3[C:12](=[CH:13][C:14]([CH2:18][N:19]4[N:23]=[N:22][C:21]([C:24]([OH:31])([CH2:29][CH3:30])[C:25]([F:28])([F:27])[F:26])=[N:20]4)=[CH:15][CH:16]=3)[N:11]=[C:10]([C:32]([NH2:33])=[O:35])[CH:9]=2)=[CH:6][CH:7]=1 |f:1.2.3.4.5.6.7.8.9,10.11|. Reported procedure: 4-(4-Fluorophenyl)-7-{[5-(1,1,1-trifluoro-2-hydroxybutan-2-yl)-2H-tetrazol-2-yl]methyl}quinoline-2-carbonitrile (3-4, 14 mg, 0.031 mmol, 1.0 equiv) was dissolved in acetone (0.5 mL)/water (0.25 mL) and sodium percarbonate (48 mg, 0.15 mmol, 5.0 equiv) was added. The resulting mixture was heated to 50° C. for two hours. The mixture was cooled and poured over aqueous NH4Cl (1 mL), extracted with ethyl acetate (3×5 mL), dried over MgSO4, filtered and concentrated. The crude residue was purified by ... Starting materials: CCOC(=O)C1(CCCn2c(=O)ccc3ccc(OC)cc32)CCN(CCCc2ccccc2)CC1, CCO, [Na+], [OH-]. Yields the product COc1ccc2ccc(=O)n(CCCC3(C(=O)O)CCN(CCCc4ccccc4)CC3)c2c1. As a reaction SMILES: [CH3:1][O:2][c:3]1[cH:4][cH:5][c:6]2[cH:7][cH:8][c:9](=[O:36])[n:10]([CH2:13][CH2:14][CH2:15][C:16]3([C:31](=[O:32])[O:33][CH2:34][CH3:35])[CH2:17][CH2:18][N:19]([CH2:22][CH2:23][CH2:24][c:25]4[cH:26][cH:27][cH:28][cH:29][cH:30]4)[CH2:20][CH2:21]3)[c:11]2[cH:12]1.[CH3:39][CH2:40][OH:41].[Na+:38].[OH-:37]>>[CH3:1][O:2][c:3]1[cH:4][cH:5][c:6]2[cH:7][cH:8][c:9](=[O:36])[n:10]([CH2:13][CH2:14][CH2:15][C:16]3([C:31](=[O:32])[OH:33])[CH2:17][CH2:18][N:19]([CH2:22][CH2:23][CH2:24][c:25]4[cH:26][cH:27][cH:28][cH:29][cH:30]4)[CH2:20][CH2:21]3)[c:11]2[cH:12]1. Reactants: O=C(O)c1cncc(C2=C(c3cccc(C(F)(F)F)c3OCc3ccccc3)CCC2)c1, C1COCCO1, O=C(OO)c1cccc(Cl)c1. Yields the product O=C(O)c1cc(C2=C(c3cccc(C(F)(F)F)c3OCc3ccccc3)CCC2)c[n+]([O-])c1. As a reaction SMILES: [F:12][C:13]([F:14])([F:15])[c:16]1[c:17]([O:36][CH2:37][c:38]2[cH:39][cH:40][cH:41][cH:42][cH:43]2)[c:18]([C:22]2=[C:23]([c:27]3[cH:28][n:29][cH:30][c:31]([C:32](=[O:33])[OH:34])[cH:35]3)[CH2:24][CH2:25][CH2:26]2)[cH:19][cH:20][cH:21]1.[O:44]1[CH2:45][CH2:46][O:47][CH2:48][CH2:49]1.[OH:1][O:2][C:3]([c:4]1[cH:5][c:6]([Cl:7])[cH:8][cH:9][cH:10]1)=[O:11]>>[O-:1][n+:29]1[cH:28][c:27]([C:23]2=[C:22]([c:18]3[c:17]([O:36][CH2:37][c:38]4[cH:39][cH:40][cH:41][cH:42][cH:43]4)[c:16]([C:13]([F:12])([F:14])[F:15])[cH:21][cH:20][cH:19]3)[CH2:26][CH2:25][CH2:24]2)[cH:35][c:31]([C:32](=[O:33])[OH:34])[cH:30]1. Reactants: CC1=CC2=C(SC=C2)C=C1 (5-methylbenzo(b)thiophene), CC(=O)OC(=O)C (Ac2O), BF3 Et2O. Run at time 8 hour. The product is C(C)(=O)C=1C2=C(SC1)C=CC(=C2)C (3-acetyl-5-methylbenzo(b)thiophene). Yield: 50.0%. As a reaction SMILES: [CH3:1][C:2]1[CH:10]=[CH:9][C:5]2[S:6][CH:7]=[CH:8][C:4]=2[CH:3]=1.[CH3:11][C:12](OC(C)=O)=[O:13]>>[C:12]([C:8]1[C:4]2[CH:3]=[C:2]([CH3:1])[CH:10]=[CH:9][C:5]=2[S:6][CH:7]=1)(=[O:13])[CH3:11]. Procedure details: 1 g of 5-methylbenzo(b)thiophene (6.75×10−3 moles) was stirred at 55° C. with 0.8 ml of Ac2O (8.10×10−3 moles). 0.83 ml of BF3 Et2O were added and stirring was continued for 8 hours.11 The solvent was removed in the rotary evaporator and the residue was extracted with AcOEt and H2O. It was decanted and washed with NaHCO3 and H2O. It was dried with Na2SO4, the solvent was removed and the product was purified in successive columns of AcOEt/hexane (1:1) and toluene respectively. A product was obtai... Reactants: [N+](=O)([O-])C1=C(C=C(C(=C1)C)C)O (2-nitro-4,5-dimethylphenol), CN(C)C=O (DMF), C([O-])([O-])=O.[K+].[K+] (potassium carbonate), COC(C1=CC(=C(C=C1)COS(=O)(=O)C)C)=O (4-mesyloxymethyl-3-methylbenzoic acid methyl ester). The solvent is O (water). Run at temperature 60 celsius, time 15 minute. The product is COC(C1=CC(=C(C=C1)COC1=C(C=C(C(=C1)C)C)[N+](=O)[O-])C)=O (4-(2-nitro-4,5-dimethylphenoxymethyl)-3-methylbenzoic acid methyl ester). Isolated yield 91.6%. RXN SMILES: [N+:1]([C:4]1[CH:9]=[C:8]([CH3:10])[C:7]([CH3:11])=[CH:6][C:5]=1[OH:12])([O-:3])=[O:2].CN(C=O)C.C(=O)([O-])[O-].[K+].[K+].[CH3:24][O:25][C:26](=[O:40])[C:27]1[CH:32]=[CH:31][C:30]([CH2:33]OS(C)(=O)=O)=[C:29]([CH3:39])[CH:28]=1>O>[CH3:24][O:25][C:26](=[O:40])[C:27]1[CH:32]=[CH:31][C:30]([CH2:33][O:12][C:5]2[CH:6]=[C:7]([CH3:11])[C:8]([CH3:10])=[CH:9][C:4]=2[N+:1]([O-:3])=[O:2])=[C:29]([CH3:39])[CH:28]=1 |f:2.3.4|. Procedure details: Under atmosphere of argon, a mixture of 2-nitro-4,5-dimethylphenol (4 g), DMF (100 ml), potassium carbonate (6.6 g) and 4-mesyloxymethyl-3-methylbenzoic acid methyl ester (6.8 g) were stirred for 15 minutes at 60° C. After the termination of reaction, the mixture was cooled and poured into iced water. The mixture was extracted with ethyl acetate-hexane. The organic layer was washed, dried, concentrated under reduced pressure to give the title compound (7.22 g) having the following physical data. The reactants are ClC=1C=C(C(C)(C)N(C(CC2=C(C=CC=C2)F)=O)CC(C)=O)C=C(C1)Cl (N-(3,5-dichloro-α,α-dimethylbenzyl)-N-(2-oxopropyl)-2-fluorophenylacetamide), [OH-].[Na+] (sodium hydroxide). Solvent: C(C)O (ethanol). Product: ClC=1C=C(C(C)(C)N2C(C(=C(C2)C)C2=C(C=CC=C2)F)=O)C=C(C1)Cl (1-(3,5-dichloro-α,α-dimethylbenzyl)-3-(2-fluorophenyl)-4-methyl-3-pyrrolin-2-one). The yield is 48.2%. As a reaction SMILES: [Cl:1][C:2]1[CH:3]=[C:4]([CH:23]=[C:24]([Cl:26])[CH:25]=1)[C:5]([N:8]([CH2:19][C:20](=O)[CH3:21])[C:9](=[O:18])[CH2:10][C:11]1[CH:16]=[CH:15][CH:14]=[CH:13][C:12]=1[F:17])([CH3:7])[CH3:6].[OH-].[Na+]>C(O)C>[Cl:1][C:2]1[CH:3]=[C:4]([CH:23]=[C:24]([Cl:26])[CH:25]=1)[C:5]([N:8]1[CH2:19][C:20]([CH3:21])=[C:10]([C:11]2[CH:16]=[CH:15][CH:14]=[CH:13][C:12]=2[F:17])[C:9]1=[O:18])([CH3:7])[CH3:6] |f:1.2|. Procedure: 6.8 g (17 mmol) of N-(3,5-dichloro-α,α-dimethylbenzyl)-N-(2-oxopropyl)-2-fluorophenylacetamide (having a melting point of from 167 to 170° C.) prepared in accordance with the method of Reference Example 8, was dissolved in 30 ml of ethanol, and 0.7 g (11 mmol) of sodium hydroxide powder was-added thereto. The mixture was refluxed under heating for 10 minutes. The reaction solution was cooled, and then ethanol was distilled off under reduced pressure. Water was added to the residue and extracted ... Yields the product CN(C)CCCn1ncc2ccc([N+](=O)[O-])cc21. Starting materials: O=C([O-])[O-], CN(C)CCCCl, Cl, [K+], [K+], O=[N+]([O-])c1ccc2cn[nH]c2c1, CN(C)C=O. As a reaction SMILES: [C:13](=[O:14])([O-:15])[O-:16].[Cl:20][CH2:21][CH2:22][CH2:23][N:24]([CH3:25])[CH3:26].[ClH:19].[K+:17].[K+:18].[N+:1](=[O:2])([O-:3])[c:4]1[cH:5][cH:6][c:7]2[cH:8][n:9][nH:10][c:11]2[cH:12]1.[O:27]=[CH:28][N:29]([CH3:30])[CH3:31]>>[N+:1](=[O:2])([O-:3])[c:4]1[cH:5][cH:6][c:7]2[cH:8][n:9][n:10]([CH2:21][CH2:22][CH2:23][N:24]([CH3:25])[CH3:26])[c:11]2[cH:12]1.